From a dataset of the Open Reaction Database (ORD), a public repository of structured organic reaction records. describe an organic reaction: reactants, conditions, products, and yield Yield: 60.0%. Procedure: Following the Suzuki coupling procedure in Example 172, (R)-tert-butyl 1-(3-(4,4,5,5-tetramethyl-1,3,2-dioxaborolan-2-yl)phenyl)piperidin-3-ylcarbamate and 3-chloro-5-(1-methyl-1H-pyrazol-4-yl)-1-(tetrahydro-2H-pyran-2-yl)-1H-pyrazolo[3,4-c]pyridine were reacted to give tert-butyl (3R)-1-(3-(5-(1-methyl-1H-pyrazol-4-yl)-1-(tetrahydro-2H-pyran-2-yl)-1H-pyrazo-lo[3,4-c]pyridin-3-yl)phenyl)piperidin-3-ylcarbamate as a solid (60%). 1H NMR (400 MHz, CDCl3) δ 9.12 (s, 1H), 7.97 (s, 1H), 7.95 (s, 1H), ... Starting materials: CC1(OB(OC1(C)C)C=1C=C(C=CC1)N1C[C@@H](CCC1)NC(OC(C)(C)C)=O)C ((R)-tert-butyl 1-(3-(4,4,5,5-tetramethyl-1,3,2-dioxaborolan-2-yl)phenyl)piperidin-3-ylcarbamate), ClC1=NN(C2=CN=C(C=C21)C=2C=NN(C2)C)C2OCCCC2 (3-chloro-5-(1-methyl-1H-pyrazol-4-yl)-1-(tetrahydro-2H-pyran-2-yl)-1H-pyrazolo[3,4-c]pyridine). RXN SMILES: CC1(C)C(C)(C)OB([C:9]2[CH:10]=[C:11]([N:15]3[CH2:20][CH2:19][CH2:18][C@@H:17]([NH:21][C:22](=[O:28])[O:23][C:24]([CH3:27])([CH3:26])[CH3:25])[CH2:16]3)[CH:12]=[CH:13][CH:14]=2)O1.Cl[C:31]1[C:39]2[C:34](=[CH:35][N:36]=[C:37]([C:40]3[CH:41]=[N:42][N:43]([CH3:45])[CH:44]=3)[CH:38]=2)[N:33]([CH:46]2[CH2:51][CH2:50][CH2:49][CH2:48][O:47]2)[N:32]=1>>[CH3:45][N:43]1[CH:44]=[C:40]([C:37]2[CH:38]=[C:39]3[C:31]([C:9]4[CH:10]=[C:11]([N:15]5[CH2:20][CH2:19][CH2:18][C@@H:17]([NH:21][C:22](=[O:28])[O:23][C:24]([CH3:25])([CH3:26])[CH3:27])[CH2:16]5)[CH:12]=[CH:13][CH:14]=4)=[N:32][N:33]([CH:46]4[CH2:51][CH2:50][CH2:49][CH2:48][O:47]4)[C:34]3=[CH:35][N:36]=2)[CH:41]=[N:42]1. The product is CN1N=CC(=C1)C=1C=C2C(=CN1)N(N=C2C=2C=C(C=CC2)N2C[C@@H](CCC2)NC(OC(C)(C)C)=O)C2OCCCC2 (tert-butyl (3R)-1-(3-(5-(1-methyl-1H-pyrazol-4-yl)-1-(tetrahydro-2H-pyran-2-yl)-1H-pyrazo-lo[3,4-c]pyridin-3-yl)phenyl)piperidin-3-ylcarbamate). The reactants are C(CCC)N(C1=CC(=C(C(=O)C2=C(C(=O)O)C=CC=C2)C=C1)O)CCCC (2-(4-dibutylamino-2-hydroxybenzoyl)benzoic acid), CC1=C(C=CC(=C1)OC)NC2=CC=CC=C2 (4-methoxy-2-methyldiphenylamine), S(O)(O)(=O)=O (sulfuric acid). Product: C1(=O)OCC2=CC=CC=C12 (phthalide). RXN SMILES: C(N(CCCC)C1C=CC([C:10]([C:12]2[CH:20]=[CH:19][CH:18]=[CH:17][C:13]=2[C:14]([OH:16])=[O:15])=O)=C(O)C=1)CCC.CC1C=C(OC)C=CC=1NC1C=CC=CC=1.S(=O)(=O)(O)O>>[C:14]1([C:13]2[C:12](=[CH:20][CH:19]=[CH:18][CH:17]=2)[CH2:10][O:16]1)=[O:15]. Reported procedure: According to the method of the invention, 2-(4-dibutylamino-2-hydroxybenzoyl)benzoic acid is first reacted with 4-methoxy-2-methyldiphenylamine in the presence of concentrated sulfuric acid to provide a phthalide. In this condensation reaction, the amine is used in an amount of 0.8-1.2 mols per mol of the starting benzoic acid derivative, whereas concentrated sulfuric acid is used in an amount of 1.5-8 parts by weight per part by weight of the starting benzoic acid derivative. The reaction is ca... Starting materials: C(C)(C)(C)N1N=C(C=C1C1=CC=C(C=C1)C)CCC=O (3-(1-tert-butyl-5-p-tolyl-1H-pyrazol-3-yl)propanal), [BH-](OC(=O)C)(OC(=O)C)OC(=O)C.[Na+] (NaBH(OAc)3), FC1=C(C=CC=C1)N1CCNCC1 (1-(2-fluorophenyl)piperazine), CCN(C(C)C)C(C)C (DIPEA). Yields the product C(C)(C)(C)N1N=C(C=C1C1=CC=C(C=C1)C)CCCN1CCN(CC1)C1=C(C=CC=C1)F (1-(3-(1-tert-butyl-5-p-tolyl-1H-pyrazol-3-yl)propyl)-4-(2-fluorophenyl)piperazine). RXN SMILES: [C:1]([N:5]1[C:9]([C:10]2[CH:15]=[CH:14][C:13]([CH3:16])=[CH:12][CH:11]=2)=[CH:8][C:7]([CH2:17][CH2:18][CH:19]=O)=[N:6]1)([CH3:4])([CH3:3])[CH3:2].[F:21][C:22]1[CH:27]=[CH:26][CH:25]=[CH:24][C:23]=1[N:28]1[CH2:33][CH2:32][NH:31][CH2:30][CH2:29]1.CCN(C(C)C)C(C)C.[BH-](OC(C)=O)(OC(C)=O)OC(C)=O.[Na+]>>[C:1]([N:5]1[C:9]([C:10]2[CH:15]=[CH:14][C:13]([CH3:16])=[CH:12][CH:11]=2)=[CH:8][C:7]([CH2:17][CH2:18][CH2:19][N:31]2[CH2:30][CH2:29][N:28]([C:23]3[CH:24]=[CH:25][CH:26]=[CH:27][C:22]=3[F:21])[CH2:33][CH2:32]2)=[N:6]1)([CH3:4])([CH3:3])[CH3:2] |f:3.4|. Procedure details: 79 mg (76%) of target compound was obtained by using a method same as in Example 1 by using 3-(1-tert-butyl-5-p-tolyl-1H-pyrazol-3-yl)propanal (60 mg, 0.222 mmol), 1-(2-fluorophenyl)piperazine (40 mg, 0.222 mmol), DIPEA (0.06 mL, 0.333 mmol) and NaBH(OAc)3 (141 mg, 0.666 mmol). Starting materials: BrC1=CC=CC=2CN(CCOC21)C(=O)OC(C)(C)C (tert-butyl 9-bromo-2,3-dihydro-1,4-benzoxazepine-4(5H)-carboxylate), O (water), FC1=C(C=CC=C1)B(O)O (2-fluorophenylboronic acid). The reagents and catalysts are C=1C=CC(=CC1)[P](C=2C=CC=CC2)(C=3C=CC=CC3)[Pd]([P](C=4C=CC=CC4)(C=5C=CC=CC5)C=6C=CC=CC6)([P](C=7C=CC=CC7)(C=8C=CC=CC8)C=9C=CC=CC9)[P](C=1C=CC=CC1)(C=1C=CC=CC1)C=1C=CC=CC1 (tetrakis(triphenylphosphine)palladium(0)). Solvent: C(C)O (ethanol), C([O-])([O-])=O.[Na+].[Na+] (sodium carbonate), C1(=CC=CC=C1)C (toluene). The product is FC1=C(C=CC=C1)C1=CC=CC=2CN(CCOC21)C(=O)OC(C)(C)C (tert-butyl 9-(2-fluorophenyl)-2,3-dihydro-1,4-benzoxazepine-4(5H)-carboxylate). Yield: 72.2%. Reaction SMILES: Br[C:2]1[C:12]2[O:11][CH2:10][CH2:9][N:8]([C:13]([O:15][C:16]([CH3:19])([CH3:18])[CH3:17])=[O:14])[CH2:7][C:6]=2[CH:5]=[CH:4][CH:3]=1.[F:20][C:21]1[CH:26]=[CH:25][CH:24]=[CH:23][C:22]=1B(O)O.O>C(O)C.C(=O)([O-])[O-].[Na+].[Na+].C1(C)C=CC=CC=1.C1C=CC([P]([Pd]([P](C2C=CC=CC=2)(C2C=CC=CC=2)C2C=CC=CC=2)([P](C2C=CC=CC=2)(C2C=CC=CC=2)C2C=CC=CC=2)[P](C2C=CC=CC=2)(C2C=CC=CC=2)C2C=CC=CC=2)(C2C=CC=CC=2)C2C=CC=CC=2)=CC=1>[F:20][C:21]1[CH:26]=[CH:25][CH:24]=[CH:23][C:22]=1[C:2]1[C:12]2[O:11][CH2:10][CH2:9][N:8]([C:13]([O:15][C:16]([CH3:19])([CH3:18])[CH3:17])=[O:14])[CH2:7][C:6]=2[CH:5]=[CH:4][CH:3]=1 |f:4.5.6,^1:50,52,71,90|. Procedure: A mixture of tert-butyl 9-bromo-2,3-dihydro-1,4-benzoxazepine-4(5H)-carboxylate (200 mg, 0.605 mmol), a solution of 2-fluorophenylboronic acid (128 mg, 0.912 mmol) in ethanol (0.7 ml), 2N aqueous sodium carbonate solution (2.5 ml), and tetrakis(triphenylphosphine)palladium(0) (84.0 mg, 0.0730 mmol) in toluene (5 ml) was stirred under a nitrogen atmosphere at 95° C. for 12 hr. The reaction mixture was poured into water, and the mixture was extracted with ethyl acetate. The extract was washed with... Procedure: [11C]MeI (from Step 1) was trapped in a RT mixture of (1S,2S)-2-(4-{5-[(5-chloropyridin-2-yl)thio]-1-methyl-1H-imidazol-4-yl}phenyl)-N-methylcyclopropane-carboxamide (product of Example 6, 0.25 mg) in DMF (0.25 mL) containing 16 ul of NaH (0.5 g/20 mL DMF). The reaction mixture was transferred to a 2 mL v-vial at 65° C., heated for 5 minutes, diluted with H2O (0.8 mL) and injected onto the HPLC (Gemini C18, 10×150 mm, Phenomenex). The desired peak was eluted with a solvent system containing 25% ... Solvent: O (H2O). Starting materials: ClC=1C=CC(=NC1)SC1=C(N=CN1C)C1=CC=C(C=C1)[C@@H]1[C@H](C1)C(=O)NC ((1S,2S)-2-(4-{5-[(5-chloropyridin-2-yl)thio]-1-methyl-1H-imidazol-4-yl}phenyl)-N-methylcyclopropane-carboxamide), product, CN(C)C=O (DMF), [11C]MeI, [H-].[Na+] (NaH). The product is ClC=1C=CC(=NC1)SC1=C(N=CN1C)C1=CC=C(C=C1)[C@@H]1[C@H](C1)C(=O)N(C)C ((1S,2S)-2-(4-{5-[(5-chloropyridin-2-yl)thio]-1-methyl-1H-imidazol-4-yl}phenyl)-N,N-dimethyl-cyclopropanecarboxamide). Reaction SMILES: [Cl:1][C:2]1[CH:3]=[CH:4][C:5]([S:8][C:9]2[N:13]([CH3:14])[CH:12]=[N:11][C:10]=2[C:15]2[CH:20]=[CH:19][C:18]([C@H:21]3[CH2:23][C@@H:22]3[C:24]([NH:26][CH3:27])=[O:25])=[CH:17][CH:16]=2)=[N:6][CH:7]=1.[H-].[Na+].[CH3:30]N(C=O)C>O>[Cl:1][C:2]1[CH:3]=[CH:4][C:5]([S:8][C:9]2[N:13]([CH3:14])[CH:12]=[N:11][C:10]=2[C:15]2[CH:20]=[CH:19][C:18]([C@H:21]3[CH2:23][C@@H:22]3[C:24]([N:26]([CH3:30])[CH3:27])=[O:25])=[CH:17][CH:16]=2)=[N:6][CH:7]=1 |f:1.2|. Procedure: A solution of 1,1-dimethylethyl (2,3-dihydro[1,4]dioxino[2,3-c]pyridin-7-ylmethyl)(1-{2-[7-(methyloxy)-2-oxo-1,5-naphthyridin-1(2H)-yl]ethyl}-4-piperidinyl)carbamate (833 mg, 1.512 mmol) in chloroform (10 ml) and MeOH (10 ml) was added 4M HCl in 1,4-dioxane (10 ml) and the reaction was stirred at rt for 0.5 h before evaporation and treatment with sat. aq NaHCO3 (50 ml). The reaction was then extracted with 20% MeOH in DCM (3×200 ml). The combined organic phases were dried, evaporated and the cru... Run in C(Cl)(Cl)Cl (chloroform), CO (MeOH), O1CCOCC1 (1,4-dioxane). The reactants are C(=O)(O)[O-].[Na+] (NaHCO3), O1CCOC=2C=NC(=CC21)CN(C(OC(C)(C)C)=O)C2CCN(CC2)CCN2C(C=CC1=NC=C(C=C21)OC)=O (1,1-dimethylethyl (2,3-dihydro[1,4]dioxino[2,3-c]pyridin-7-ylmethyl)(1-{2-[7-(methyloxy)-2-oxo-1,5-naphthyridin-1(2H)-yl]ethyl}-4-piperidinyl)carbamate), Cl (HCl). The product is Cl.O1CCOC=2C=NC(=CC21)CNC2CCN(CC2)CCN2C(C=CC1=NC=C(C=C21)OC)=O (1-(2-{4-[(2,3-dihydro[1,4]dioxino[2,3-c]pyridin-7-ylmethyl)amino]-1-piperidinyl}ethyl)-7-(methyloxy)-1,5-naphthyridin-2(1H)-one Hydrochloride). As a reaction SMILES: [O:1]1[C:10]2[CH:9]=[C:8]([CH2:11][N:12]([CH:20]3[CH2:25][CH2:24][N:23]([CH2:26][CH2:27][N:28]4[C:37]5[C:32](=[N:33][CH:34]=[C:35]([O:38][CH3:39])[CH:36]=5)[CH:31]=[CH:30][C:29]4=[O:40])[CH2:22][CH2:21]3)C(=O)OC(C)(C)C)[N:7]=[CH:6][C:5]=2[O:4][CH2:3][CH2:2]1.[ClH:41].C([O-])(O)=O.[Na+]>C(Cl)(Cl)Cl.CO.O1CCOCC1>[ClH:41].[O:1]1[C:10]2[CH:9]=[C:8]([CH2:11][NH:12][CH:20]3[CH2:25][CH2:24][N:23]([CH2:26][CH2:27][N:28]4[C:37]5[C:32](=[N:33][CH:34]=[C:35]([O:38][CH3:39])[CH:36]=5)[CH:31]=[CH:30][C:29]4=[O:40])[CH2:22][CH2:21]3)[N:7]=[CH:6][C:5]=2[O:4][CH2:3][CH2:2]1 |f:2.3,7.8|. Yield: 68.0%. Starting materials: O=C([O-])[O-], CCOC(=O)C(=Cc1ccc(O)cc1C)OCC, ClCc1csc(-c2ccc(Cl)cc2)n1, [Cs+], [Cs+], [I-], [K+]. The product is CCOC(=O)C(=Cc1ccc(OCc2csc(-c3ccc(Cl)cc3)n2)cc1C)OCC. As a reaction SMILES: [C:33](=[O:34])([O-:35])[O-:36].[CH2:1]([CH3:2])[O:3][C:4]([C:5](=[CH:6][c:7]1[c:8]([CH3:14])[cH:9][c:10]([OH:13])[cH:11][cH:12]1)[O:15][CH2:16][CH3:17])=[O:18].[Cl:19][CH2:20][c:21]1[n:22][c:23](-[c:26]2[cH:27][cH:28][c:29]([Cl:32])[cH:30][cH:31]2)[s:24][cH:25]1.[Cs+:37].[Cs+:38].[I-:40].[K+:39]>>[CH2:1]([CH3:2])[O:3][C:4]([C:5](=[CH:6][c:7]1[c:8]([CH3:14])[cH:9][c:10]([O:13][CH2:20][c:21]2[n:22][c:23](-[c:26]3[cH:27][cH:28][c:29]([Cl:32])[cH:30][cH:31]3)[s:24][cH:25]2)[cH:11][cH:12]1)[O:15][CH2:16][CH3:17])=[O:18]. Starting materials: C(C)OC(C=C(C1=CC=CC=C1)C=1C=C2C=CNC2=C(C1)F)=O (3-(7-fluoro-1H-indol-5-yl)-3-phenyl-acrylic acid ethyl ester), C(C)OC(C=C(C1=CC=CC=C1)C1=C2C(=CNC2=CC=C1)C#N)=O (3-(3-cyano-1H-Indol-4-yl)-3-phenyl-acrylic acid ethyl ester). The product is FC=1C=C(C=C2C=CNC12)C(=CC(=O)NC)C1=CC=CC=C1 (3-(7-Fluoro-1H-indol-5-yl)-N-Methyl-3-phenyl-acrylamide). Isolated yield 59.0%. RXN SMILES: C([O:3][C:4](=O)[CH:5]=[C:6]([C:13]1[CH:14]=[C:15]2[C:19](=[C:20]([F:22])[CH:21]=1)[NH:18][CH:17]=[CH:16]2)[C:7]1[CH:12]=[CH:11][CH:10]=[CH:9][CH:8]=1)C.C(OC(=O)C=C(C1C=CC=C2C=1C(C#N)=[CH:39][NH:40]2)C1C=CC=CC=1)C>>[F:22][C:20]1[CH:21]=[C:13]([C:6]([C:7]2[CH:12]=[CH:11][CH:10]=[CH:9][CH:8]=2)=[CH:5][C:4]([NH:40][CH3:39])=[O:3])[CH:14]=[C:15]2[C:19]=1[NH:18][CH:17]=[CH:16]2. Procedure details: 3-(7-Fluoro-1H-indol-5-yl)-N-Methyl-3-phenyl-acrylamide LXXXII (120 mg, 59% yield) was prepared from 3-(7-fluoro-1H-indol-5-yl)-3-phenyl-acrylic acid ethyl ester using the procedure described above for 3-(1H-Indol-7-yl)-N-methyl-3-phenyl-acrylamide XVIII (see Example 4).